From a dataset of the Open Reaction Database (ORD), a public repository of structured organic reaction records. describe an organic reaction: reactants, conditions, products, and yield Reactants: CC1=C(O)C=CC(=C1)O (Methyl hydroquinone), CC(=O)C (acetone). Run in C(Cl)Cl (methylene chloride). The product is C(C(=C)C)(=O)O.C(C)C1OCC1 (Ethyl Oxetane Methacrylate). RXN SMILES: [CH3:1][C:2]1[CH:8]=[C:7]([OH:9])[CH:6]=[CH:5][C:3]=1[OH:4].CC(C)=[O:12]>C(Cl)Cl>[C:3]([OH:12])(=[O:4])[C:2]([CH3:1])=[CH2:8].[CH2:3]([CH:5]1[CH2:6][CH2:7][O:9]1)[CH3:2] |f:3.4|. Procedure: The following morning, the white precipitate was filtered from the mix, leaving a dark red-brown solution. Methyl hydroquinone was added to the solution at ˜1000 ppm and the acetone was stripped. The resulting thin brown liquid was then dissolved in 100 mL methylene chloride and washed five times with 200 mL of a 5% sodium chloride solution. This was followed by two water washes of 300 mL each. The resulting pH was 9. Another 1000 ppm of methyl hydroquinone was added to the solution and the meth... Reaction SMILES: [CH3:27][N:28]([C:29]([OH:30])=[O:31])[c:32]1[cH:33][c:34]([CH:44]2[NH:45][CH2:46][CH2:47][CH2:48]2)[c:35]([S:38](=[O:39])(=[O:40])[CH:41]([CH3:42])[CH3:43])[cH:36][cH:37]1.[ClH:26].[NH2:1][c:2]1[cH:3][cH:4][c:5]([S:6]([CH:7]([CH3:8])[CH3:9])(=[O:10])=[O:11])[c:12]([CH:13]2[CH2:14][CH2:15][CH2:16][N:17]2[C:18]([O:19][C:20]([CH3:21])([CH3:22])[CH3:23])=[O:24])[cH:25]1>>[CH3:27][N:28]([C:29](=[O:30])[OH:31])[c:32]1[cH:33][c:34]([CH:44]2[NH:45][CH2:46][CH2:47][CH2:48]2)[c:35]([S:38](=[O:39])(=[O:40])[CH:41]([CH3:42])[CH3:43])[cH:36][cH:37]1.[ClH:26]. Starting materials: CC(C)S(=O)(=O)c1ccc(N(C)C(=O)O)cc1C1CCCN1, Cl, CC(C)S(=O)(=O)c1ccc(N)cc1C1CCCN1C(=O)OC(C)(C)C. The product is CC(C)S(=O)(=O)c1ccc(N(C)C(=O)O)cc1C1CCCN1, Cl. Starting materials: [C-]#N, CCN1CCCC1C(=O)OC, CO, Cl, N, [Na+]. RXN SMILES: [C-:13]#[N:14].[CH2:2]([CH3:3])[N:4]1[CH:5]([C:9]([O:11][CH3:10])=[O:12])[CH2:6][CH2:7][CH2:8]1.[CH3:17][OH:18].[ClH:1].[NH3:16].[Na+:15]>>[CH2:2]([CH3:3])[N:4]1[CH:5]([C:9](=[O:11])[NH2:14])[CH2:6][CH2:7][CH2:8]1. Product: CCN1CCCC1C(N)=O. Reactants: CCOC(=O)c1cnn(-c2ccc(OCC(C)CC)c(C#N)c2)c1, CC(=O)O, CCO, [Na+], [OH-], O. Yields the product CCC(C)COc1ccc(-n2cc(C(=O)O)cn2)cc1C#N. Reaction SMILES: [C:1](#[N:2])[c:3]1[cH:4][c:5](-[n:15]2[n:16][cH:17][c:18]([C:20](=[O:21])[O:22][CH2:23][CH3:24])[cH:19]2)[cH:6][cH:7][c:8]1[O:9][CH2:10][CH:11]([CH2:12][CH3:13])[CH3:14].[CH3:28][C:29](=[O:30])[OH:31].[CH3:32][CH2:33][OH:34].[Na+:26].[OH-:25].[OH2:27]>>[C:1](#[N:2])[c:3]1[cH:4][c:5](-[n:15]2[n:16][cH:17][c:18]([C:20](=[O:21])[OH:22])[cH:19]2)[cH:6][cH:7][c:8]1[O:9][CH2:10][CH:11]([CH2:12][CH3:13])[CH3:14]. The reactants are B, C1CCOC1, [Cl-], CSc1c(F)cc(F)cc1-c1ccc2cc(OS(C)(=O)=O)ccc2c1C(=O)c1ccc(OCCN2CCCCC2)cc1, NCCO, [NH4+], OC(c1ccccc1)(c1ccccc1)C1CCCN1. The product is CSc1c(F)cc(F)cc1-c1ccc2cc(OS(C)(=O)=O)ccc2c1C(O)c1ccc(OCCN2CCCCC2)cc1. RXN SMILES: [BH3:68].[CH2:69]1[O:70][CH2:71][CH2:72][CH2:73]1.[Cl-:66].[F:20][c:21]1[c:22]([S:60][CH3:61])[c:23](-[c:28]2[c:29]([C:43]([c:44]3[cH:45][cH:46][c:47]([O:50][CH2:51][CH2:52][N:53]4[CH2:54][CH2:55][CH2:56][CH2:57][CH2:58]4)[cH:48][cH:49]3)=[O:59])[c:30]3[cH:31][cH:32][c:33]([O:38][S:39](=[O:40])(=[O:41])[CH3:42])[cH:34][c:35]3[cH:36][cH:37]2)[cH:24][c:25]([F:27])[cH:26]1.[NH2:62][CH2:63][CH2:64][OH:65].[NH4+:67].[c:1]1([C:2]([c:3]2[cH:4][cH:5][cH:6][cH:7][cH:8]2)([CH:9]2[CH2:10][CH2:11][CH2:12][NH:13]2)[OH:14])[cH:15][cH:16][cH:17][cH:18][cH:19]1>>[F:20][c:21]1[c:22]([S:60][CH3:61])[c:23](-[c:28]2[c:29]([CH:43]([c:44]3[cH:45][cH:46][c:47]([O:50][CH2:51][CH2:52][N:53]4[CH2:54][CH2:55][CH2:56][CH2:57][CH2:58]4)[cH:48][cH:49]3)[OH:59])[c:30]3[cH:31][cH:32][c:33]([O:38][S:39](=[O:40])(=[O:41])[CH3:42])[cH:34][c:35]3[cH:36][cH:37]2)[cH:24][c:25]([F:27])[cH:26]1. The reactants are FC(F)(F)c1nc(NCCc2ccccc2)nc2nc[nH]c12, CN(C)C=O, O. Yields the product Cn1cnc2c(C(F)(F)F)nc(NCCc3ccccc3)nc21. Reaction SMILES: [F:1][C:2]([c:3]1[c:4]2[nH:5][cH:6][n:7][c:8]2[n:9][c:10]([NH:12][CH2:13][CH2:14][c:15]2[cH:16][cH:17][cH:18][cH:19][cH:20]2)[n:11]1)([F:21])[F:22].[O:23]=[CH:24][N:25]([CH3:26])[CH3:27].[OH2:28]>>[F:1][C:2]([c:3]1[c:4]2[n:5][cH:6][n:7]([CH3:24])[c:8]2[n:9][c:10]([NH:12][CH2:13][CH2:14][c:15]2[cH:16][cH:17][cH:18][cH:19][cH:20]2)[n:11]1)([F:21])[F:22].